Dataset: the Open Reaction Database (ORD), a public repository of structured organic reaction records. Task: describe an organic reaction: reactants, conditions, products, and yield Starting materials: CC1(COS(=O)(=O)C(F)(F)F)CCCCC1, [K+], [K+], O=C([O-])[O-], CN(C)C=O, O, O=Cc1cccc(O)c1. Yields the product CC1(COc2cccc(C=O)c2)CCCCC1. Reaction SMILES: [CH3:1][C:2]1([CH2:8][O:9][S:10]([C:11]([F:12])([F:13])[F:14])(=[O:15])=[O:16])[CH2:3][CH2:4][CH2:5][CH2:6][CH2:7]1.[K+:26].[K+:27].[O-:28][C:29]([O-:30])=[O:31].[O:33]=[CH:34][N:35]([CH3:36])[CH3:37].[OH2:32].[OH:17][c:18]1[cH:19][c:20]([CH:21]=[O:22])[cH:23][cH:24][cH:25]1>>[CH3:1][C:2]1([CH2:8][O:9][c:18]2[cH:19][c:20]([CH:21]=[O:22])[cH:23][cH:24][cH:25]2)[CH2:3][CH2:4][CH2:5][CH2:6][CH2:7]1. The reactants are [Cu+], Ic1n[nH]c2ccccc12, CCCC[Sn](CCCC)(CCCC)c1nc(N2CCOCC2)c2nc(CN3CC(N4CCOCC4)C3)sc2n1, C1COCCO1, c1ccc(P(c2ccccc2)(c2ccccc2)[Pd](P(c2ccccc2)(c2ccccc2)c2ccccc2)(P(c2ccccc2)(c2ccccc2)c2ccccc2)P(c2ccccc2)(c2ccccc2)c2ccccc2)cc1, O=C([O-])c1cccs1. Yields the product c1ccc2c(-c3nc(N4CCOCC4)c4nc(CN5CC(N6CCOCC6)C5)sc4n3)n[nH]c2c1. Reaction SMILES: [Cu+:64].[I:40][c:41]1[n:42][nH:43][c:44]2[cH:45][cH:46][cH:47][cH:48][c:49]12.[O:1]1[CH2:2][CH2:3][N:4]([c:7]2[c:8]3[c:9]([n:10][c:11]([Sn:13]([CH2:14][CH2:15][CH2:16][CH3:17])([CH2:18][CH2:19][CH2:20][CH3:21])[CH2:22][CH2:23][CH2:24][CH3:25])[n:12]2)[s:26][c:27]([CH2:29][N:30]2[CH2:31][CH:32]([N:34]4[CH2:35][CH2:36][O:37][CH2:38][CH2:39]4)[CH2:33]2)[n:28]3)[CH2:5][CH2:6]1.[O:50]1[CH2:51][CH2:52][O:53][CH2:54][CH2:55]1.[cH:65]1[cH:66][cH:67][c:68]([P:69]([Pd:70]([P:71]([c:72]2[cH:73][cH:74][cH:75][cH:76][cH:77]2)([c:78]2[cH:79][cH:80][cH:81][cH:82][cH:83]2)[c:84]2[cH:85][cH:86][cH:87][cH:88][cH:89]2)([P:90]([c:91]2[cH:92][cH:93][cH:94][cH:95][cH:96]2)([c:97]2[cH:98][cH:99][cH:100][cH:101][cH:102]2)[c:103]2[cH:104][cH:105][cH:106][cH:107][cH:108]2)[P:109]([c:110]2[cH:111][cH:112][cH:113][cH:114][cH:115]2)([c:116]2[cH:117][cH:118][cH:119][cH:120][cH:121]2)[c:122]2[cH:123][cH:124][cH:125][cH:126][cH:127]2)([c:128]2[cH:129][cH:130][cH:131][cH:132][cH:133]2)[c:134]2[cH:135][cH:136][cH:137][cH:138][cH:139]2)[cH:140][cH:141]1.[s:56]1[cH:57][cH:58][cH:59][c:60]1[C:61]([O-:62])=[O:63]>>[O:1]1[CH2:2][CH2:3][N:4]([c:7]2[c:8]3[c:9]([n:10][c:11](-[c:41]4[n:42][nH:43][c:44]5[cH:45][cH:46][cH:47][cH:48][c:49]45)[n:12]2)[s:26][c:27]([CH2:29][N:30]2[CH2:31][CH:32]([N:34]4[CH2:35][CH2:36][O:37][CH2:38][CH2:39]4)[CH2:33]2)[n:28]3)[CH2:5][CH2:6]1. Starting materials: CN(C)C=O, CCOC(C)=O, N#C[Cu], O=C1C(C2=NS(=O)(=O)c3cc(I)ccc3N2)=C(O)C2C3CCC(C3)C2N1Cc1ccc(F)cc1. Product: N#Cc1ccc2c(c1)S(=O)(=O)N=C(C1=C(O)C3C4CCC(C4)C3N(Cc3ccc(F)cc3)C1=O)N2. RXN SMILES: [CH3:38][N:39]([CH3:40])[CH:41]=[O:42].[CH3:43][CH2:44][O:45][C:46](=[O:47])[CH3:48].[Cu:35][C:36]#[N:37].[F:1][c:2]1[cH:3][cH:4][c:5]([CH2:6][N:7]2[CH:8]3[CH:9]4[CH2:10][CH2:11][CH:12]([CH:13]3[C:14]([OH:31])=[C:15]([C:18]3=[N:19][S:20](=[O:29])(=[O:30])[c:21]5[c:22]([cH:24][cH:25][c:26]([I:28])[cH:27]5)[NH:23]3)[C:16]2=[O:17])[CH2:32]4)[cH:33][cH:34]1>>[F:1][c:2]1[cH:3][cH:4][c:5]([CH2:6][N:7]2[CH:8]3[CH:9]4[CH2:10][CH2:11][CH:12]([CH:13]3[C:14]([OH:31])=[C:15]([C:18]3=[N:19][S:20](=[O:29])(=[O:30])[c:21]5[c:22]([cH:24][cH:25][c:26]([C:36]#[N:37])[cH:27]5)[NH:23]3)[C:16]2=[O:17])[CH2:32]4)[cH:33][cH:34]1.